Dataset: the Open Reaction Database (ORD), a public repository of structured organic reaction records. Task: describe an organic reaction: reactants, conditions, products, and yield Reactants: Cl (hydrogen chloride), NC1=NC(=NC(=C1CCC1CCN(CC1)C(=O)OC(C)(C)C)Cl)C (tert-butyl 4-[2-(4-amino-6-chloro-2-methyl-pyrimidin-5-yl)ethyl]piperidine-1-carboxylate). Conditions: time 18 hour. The product is Cl.ClC1=C(C(=NC(=N1)C)N)CCC1CCNCC1 (6-Chloro-2-methyl-5-[2-(4-piperidyl)ethyl]pyrimidin-4-amine, hydrochloride salt), crude white solid. Procedure: Dissolve tert-butyl 4-[2-(4-amino-6-chloro-2-methyl-pyrimidin-5-yl)ethyl]piperidine-1-carboxylate (29.00 g, 81.72 mmol) in 1,4-dioxane (145 mL) and add 4M hydrogen chloride in 1,4-dioxane (204.2 mL, 817.1 mmol). Stir the solution for 18 h at RT. Concentrate the mixture under reduced pressure, slurry in diethyl ether (250 mL), filter, and dry the resultant solid under vacuum to give the title compound as a crude white solid (29 g). LC-ES/MS m/z (35Cl/37Cl) 255.2/257.2 (M+1). RXN SMILES: [NH2:1][C:2]1[C:7]([CH2:8][CH2:9][CH:10]2[CH2:15][CH2:14][N:13](C(OC(C)(C)C)=O)[CH2:12][CH2:11]2)=[C:6]([Cl:23])[N:5]=[C:4]([CH3:24])[N:3]=1.Cl>O1CCOCC1>[ClH:23].[Cl:23][C:6]1[N:5]=[C:4]([CH3:24])[N:3]=[C:2]([NH2:1])[C:7]=1[CH2:8][CH2:9][CH:10]1[CH2:15][CH2:14][NH:13][CH2:12][CH2:11]1 |f:3.4|. Run in O1CCOCC1 (1,4-dioxane), O1CCOCC1 (1,4-dioxane). Reactants: [OH-].[K+] (KOH), BrC1=C(OC2CCN(CC2)C2=NN=C(S2)C2=NOC(=N2)C[C@@H]2C(OC(O2)(C)C)=O)C=C(C=C1)F ((5R)-5-[(3-{5-[4-(2-bromo-5-fluorophenoxy)piperidin-1-yl]-1,3,4-thiadiazol-2-yl}-1,2,4-oxadiazol-5-yl)methyl]-2,2-dimethyl-1,3-dioxolan-4-one), Cl (HCl). Solvent: CO (MeOH). Conditions: time 8 hour. Product: BrC1=C(OC2CCN(CC2)C2=NN=C(S2)C2=NOC(=N2)C[C@H](C(=O)O)O)C=C(C=C1)F ((2R)-3-(3-{5-[4-(2-Bromo-5-fluorophenoxy)piperidin-1-yl]-1,3,4-thiadiazol-2-yl}-1,2,4-oxadiazol-5-yl)-2-hydroxypropanoic acid). As a reaction SMILES: [Br:1][C:2]1[CH:33]=[CH:32][C:31]([F:34])=[CH:30][C:3]=1[O:4][CH:5]1[CH2:10][CH2:9][N:8]([C:11]2[S:15][C:14]([C:16]3[N:20]=[C:19]([CH2:21][C@H:22]4[O:26]C(C)(C)[O:24][C:23]4=[O:29])[O:18][N:17]=3)=[N:13][N:12]=2)[CH2:7][CH2:6]1.[OH-].[K+].Cl>CO>[Br:1][C:2]1[CH:33]=[CH:32][C:31]([F:34])=[CH:30][C:3]=1[O:4][CH:5]1[CH2:10][CH2:9][N:8]([C:11]2[S:15][C:14]([C:16]3[N:20]=[C:19]([CH2:21][C@@H:22]([OH:26])[C:23]([OH:29])=[O:24])[O:18][N:17]=3)=[N:13][N:12]=2)[CH2:7][CH2:6]1 |f:1.2|. Procedure: To a suspension of (5R)-5-[(3-{5-[4-(2-bromo-5-fluorophenoxy)piperidin-1-yl]-1,3,4-thiadiazol-2-yl}-1,2,4-oxadiazol-5-yl)methyl]-2,2-dimethyl-1,3-dioxolan-4-one (200 mg, 0.36 mmol) in MeOH (5 mL) was added KOH (61 mg, 1.08 mmol). The resulted solution was stirred at rt overnight, adjusted to pH 1 with HCl solution (1 mol/L), and then extracted with EtOAc. The combined organic layers were dried over anhydrous Na2SO4, filtered and evaporated in vacuo. The crude product was purified by preparative ... Reaction SMILES: [Br:21][CH2:22][c:23]1[cH:24][cH:25][c:26]([C:44]([F:45])([F:46])[F:47])[c:27]([O:36][C:37](=[O:38])[O:39][C:40]([CH3:41])([CH3:42])[CH3:43])[c:28]1[C:29](=[O:30])[O:31][C:32]([CH3:33])([CH3:34])[CH3:35].[OH:1][c:2]1[cH:3][cH:4][c:5](-[c:8]2[c:9]([O:19][CH3:20])[c:10]([CH2:14][C:15](=[O:16])[O:17][CH3:18])[cH:11][cH:12][cH:13]2)[cH:6][cH:7]1>>[O:1]([c:2]1[cH:3][cH:4][c:5](-[c:8]2[c:9]([O:19][CH3:20])[c:10]([CH2:14][C:15](=[O:16])[O:17][CH3:18])[cH:11][cH:12][cH:13]2)[cH:6][cH:7]1)[CH2:22][c:23]1[cH:24][cH:25][c:26]([C:44]([F:45])([F:46])[F:47])[c:27]([O:36][C:37](=[O:38])[O:39][C:40]([CH3:41])([CH3:42])[CH3:43])[c:28]1[C:29](=[O:30])[O:31][C:32]([CH3:33])([CH3:34])[CH3:35]. Product: COC(=O)Cc1cccc(-c2ccc(OCc3ccc(C(F)(F)F)c(OC(=O)OC(C)(C)C)c3C(=O)OC(C)(C)C)cc2)c1OC. Reactants: CC(C)(C)OC(=O)Oc1c(C(F)(F)F)ccc(CBr)c1C(=O)OC(C)(C)C, COC(=O)Cc1cccc(-c2ccc(O)cc2)c1OC. Reactants: ClC1=NC(=NC(=C1)C(F)(F)F)C1=CC=CC=C1 (4-chloro-2-phenyl-6-(trifluoromethyl)pyrimidine), Cl.ClC1=C(N)C=C(C=C1)OC (2-chloro-5-methoxyaniline hydrochloride), [OH-].[Na+] (NaOH). Run in O.C(C)O (water ethanol). Yields the product ClC1=C(NC2=NC(=NC(=C2)C(F)(F)F)C2=CC=CC=C2)C=C(C=C1)OC (4-(2-Chloro-5-methoxyanilino)-2-phenyl-6-(trifluoromethyl)pyrimidine). Isolated yield 38.2%. As a reaction SMILES: Cl[C:2]1[CH:7]=[C:6]([C:8]([F:11])([F:10])[F:9])[N:5]=[C:4]([C:12]2[CH:17]=[CH:16][CH:15]=[CH:14][CH:13]=2)[N:3]=1.Cl.[Cl:19][C:20]1[CH:26]=[CH:25][C:24]([O:27][CH3:28])=[CH:23][C:21]=1[NH2:22].[OH-].[Na+]>O.C(O)C>[Cl:19][C:20]1[CH:26]=[CH:25][C:24]([O:27][CH3:28])=[CH:23][C:21]=1[NH:22][C:2]1[CH:7]=[C:6]([C:8]([F:11])([F:10])[F:9])[N:5]=[C:4]([C:12]2[CH:17]=[CH:16][CH:15]=[CH:14][CH:13]=2)[N:3]=1 |f:1.2,3.4,5.6|. Procedure details: A mixture of 4-chloro-2-phenyl-6-(trifluoromethyl)pyrimidine (50 mg, 0.193 mmol) and 2-chloro-5-methoxyaniline hydrochloride (56 mg, 0.290 mmol) in water:ethanol (1:1, 10 ml) was refluxed for 48 h. The mixture was cooled to room temperature and then basified with aqueous 2N NaOH to pH 10–12. The resulting precipitate was filtered, washed with water, water:ethanol (2:1) and isolated as a brown solid (28 mg, 38%). 1H NMR (CDCl3): 8.50–8.47 (m, 2H), 7.99 (d, J=3.0 Hz, 1H), 7.53–7.47 (m, 3H), 7.36 (... The reactants are O=C([O-])[O-], CS(C)=O, Oc1ccc(C(F)(F)F)cc1Cl, [K+], [K+], Nc1nc(Cl)ccc1[N+](=O)[O-], O. Yields the product Nc1nc(Oc2ccc(C(F)(F)F)cc2Cl)ccc1[N+](=O)[O-]. Reaction SMILES: [C:24](=[O:25])([O-:26])[O-:27].[CH3:30][S:31](=[O:32])[CH3:33].[Cl:1][c:2]1[c:3]([OH:12])[cH:4][cH:5][c:6]([C:8]([F:9])([F:10])[F:11])[cH:7]1.[K+:28].[K+:29].[NH2:13][c:14]1[n:15][c:16]([Cl:23])[cH:17][cH:18][c:19]1[N+:20](=[O:21])[O-:22].[OH2:34]>>[Cl:1][c:2]1[c:3]([O:12][c:16]2[n:15][c:14]([NH2:13])[c:19]([N+:20](=[O:21])[O-:22])[cH:18][cH:17]2)[cH:4][cH:5][c:6]([C:8]([F:9])([F:10])[F:11])[cH:7]1. The reactants are COC(C(C)(NC(=O)C1=C(C=2CCCCC2C=C1)OCC1=CC=C(C=C1)OC(F)(F)F)C)=O (2-methyl-2-{[1-(4-trifluoromethoxy-benzyloxy)-5,6,7,8-tetrahydro-naphthalene-2-carbonyl]-amino}-propionic acid methyl ester), [OH-].[Na+] (NaOH). Solvent: O1CCCC1 (tetrahydrofuran), CO (methanol). Run at time 8 hour. The product is CC(C(=O)O)(C)NC(=O)C1=C(C=2CCCCC2C=C1)OCC1=CC=C(C=C1)OC(F)(F)F (2-methyl-2-{[1-(4-trifluoromethoxy-benzyloxy)-5,6,7,8-tetrahydro-naphthalene-2-carbonyl]-amino}-propionic acid). Yield: 78.5%. Reaction SMILES: C[O:2][C:3](=[O:33])[C:4]([CH3:32])([NH:6][C:7]([C:9]1[CH:18]=[CH:17][C:16]2[CH2:15][CH2:14][CH2:13][CH2:12][C:11]=2[C:10]=1[O:19][CH2:20][C:21]1[CH:26]=[CH:25][C:24]([O:27][C:28]([F:31])([F:30])[F:29])=[CH:23][CH:22]=1)=[O:8])[CH3:5].[OH-].[Na+]>O1CCCC1.CO>[CH3:32][C:4]([NH:6][C:7]([C:9]1[CH:18]=[CH:17][C:16]2[CH2:15][CH2:14][CH2:13][CH2:12][C:11]=2[C:10]=1[O:19][CH2:20][C:21]1[CH:22]=[CH:23][C:24]([O:27][C:28]([F:29])([F:31])[F:30])=[CH:25][CH:26]=1)=[O:8])([CH3:5])[C:3]([OH:33])=[O:2] |f:1.2|. Procedure details: 0.13 g 2-methyl-2-{[1-(4-trifluoromethoxy-benzyloxy)-5,6,7,8-tetrahydro-naphthalene-2-carbonyl]-amino}-propionic acid methyl ester was dissolved in 5 ml of tetrahydrofuran and 0.5 ml of methanol. To this was added 0.42 ml of 2 M NaOH (aq), and the reaction was stirred overnight at room temperature. The reaction mixture was concentrated in vacuo, diluted with 5 ml of ethyl acetate and 5 ml of water and acidified to pH 3 with 1N HCl (aq). The organic layer was separated, dried over magnesium sulph... Starting materials: N,N,N',N'-tetramethylethylenediamide, C(C)(CC)[Li] (s-butyllithium), C(C)(C)C1=C(C(=O)N(CC)CC)C=CC=C1 (2-isopropyl-N,N-diethylbenzamide), N (ammonia), N (ammonia), S(=O)=O (sulfur dioxide). Solvent: CCOCC (ether), O1CCCC1 (tetrahydrofuran), CCOCC (ether), O1CCCC1 (tetrahydrofuran), CCOCC (ether). Conditions: temperature -70 celsius, time 30 minute. Product: NS(=O)(=O)C1=C(C(=O)N(CC)CC)C(=CC=C1)C(C)C (2-aminosulfonyl-6-isopropyl-N,N-diethylbenzamide). The yield is 90.0%. RXN SMILES: C([Li])(CC)C.[CH:6]([C:9]1[CH:21]=[CH:20][CH:19]=[CH:18][C:10]=1[C:11]([N:13]([CH2:16][CH3:17])[CH2:14][CH3:15])=[O:12])([CH3:8])[CH3:7].[S:22](=[O:24])=[O:23].[NH3:25]>CCOCC.O1CCCC1>[NH2:25][S:22]([C:18]1[CH:19]=[CH:20][CH:21]=[C:9]([CH:6]([CH3:8])[CH3:7])[C:10]=1[C:11]([N:13]([CH2:16][CH3:17])[CH2:14][CH3:15])=[O:12])(=[O:24])=[O:23]. Procedure: To a solution of N,N,N',N'-tetramethylethylenediamide (25.5 g) in anhydrous ether (600 mL) was added s-butyllithium (1.3M, 170 mL) and the mixture was cooled to -70° C. under nitrogen. A solution of 2-isopropyl-N,N-diethylbenzamide (44 g) in anhydrous ether (300 mL) was added dropwise over 20 minutes. The temperature was maintained at or below -60° C. during the addition. After the addition the mixture was stirred at -70° C. for 30 minutes, allowed to warm to -50° C. during 30 minutes, held at -...